From a dataset of the Open Reaction Database (ORD), a public repository of structured organic reaction records. describe an organic reaction: reactants, conditions, products, and yield The reactants are FC=1C=C(C=NC1)N1N=C(C(=C1)NC(C(C)C)=O)C=C (N-(1-(5-fluoropyridin-3-yl)-3-vinyl-1H-pyrazol-4-yl)isobutyramide), I(=O)(=O)(=O)[O-].[Na+] (sodium periodate). Reagents/catalysts: [Os](=O)(=O)(=O)=O (osmium tetroxide). The solvent is O1CCCC1 (tetrahydrofuran), O (water), O (water). Conditions: time 10 minute. Yields the product FC=1C=C(C=NC1)N1N=C(C(=C1)NC(C(C)C)=O)C=O (N-(1-(5-fluoropyridin-3-yl)-3-formyl-1H-pyrazol-4-yl)isobutyramide). Yield: 88.2%. As a reaction SMILES: [F:1][C:2]1[CH:3]=[C:4]([N:8]2[CH:12]=[C:11]([NH:13][C:14](=[O:18])[CH:15]([CH3:17])[CH3:16])[C:10]([CH:19]=C)=[N:9]2)[CH:5]=[N:6][CH:7]=1.I([O-])(=O)(=O)=[O:22].[Na+]>O1CCCC1.O.[Os](=O)(=O)(=O)=O>[F:1][C:2]1[CH:3]=[C:4]([N:8]2[CH:12]=[C:11]([NH:13][C:14](=[O:18])[CH:15]([CH3:17])[CH3:16])[C:10]([CH:19]=[O:22])=[N:9]2)[CH:5]=[N:6][CH:7]=1 |f:1.2|. Procedure: To a solution of N-(1-(5-fluoropyridin-3-yl)-3-vinyl-1H-pyrazol-4-yl)isobutyramide (0.706 g, 2.57 mmol) in tetrahydrofuran (12.87 ml) and water (12.87 ml) was added osmium tetroxide (0.164 ml, 0.026 mmol). After 10 minutes at room temperature, sodium periodate (1.101 g, 5.15 mmol) was added in portions over 3 minutes and the resulting solution was stirred at room temperature. After 18 hours, the solution was poured into 10 mL water and was extracted with 3×10 mL dichloromethane. The combined org... The reactants are O=C([O-])O, CCOC(=O)CCCC(=O)c1ccc(-c2ccc(C)cc2)s1, CCOC(C)=O, [Na+], O=C(O)C(F)(F)F. Yields the product CCOC(=O)CCCCc1ccc(-c2ccc(C)cc2)s1. Reaction SMILES: [C:29](=[O:30])([OH:31])[O-:32].[CH3:1][c:2]1[cH:3][cH:4][c:5](-[c:8]2[cH:9][cH:10][c:11]([C:13]([CH2:14][CH2:15][CH2:16][C:17](=[O:18])[O:19][CH2:20][CH3:21])=[O:22])[s:12]2)[cH:6][cH:7]1.[CH3:23][CH2:24][O:25][C:26](=[O:27])[CH3:28].[Na+:33].[OH:34][C:35]([C:36]([F:37])([F:38])[F:39])=[O:40]>>[CH3:1][c:2]1[cH:3][cH:4][c:5](-[c:8]2[cH:9][cH:10][c:11]([CH2:13][CH2:14][CH2:15][CH2:16][C:17](=[O:18])[O:19][CH2:20][CH3:21])[s:12]2)[cH:6][cH:7]1. Starting materials: CCOc1cc(C(C)(C)C)ccc1C1=NC(c2ccc(Cl)cc2)C(c2ccc(Cl)cc2)N1C(=O)Cl, CS(=O)(=O)N1CCNCC1. Yields the product CCOc1cc(C(C)(C)C)ccc1C1=NC(c2ccc(Cl)cc2)C(c2ccc(Cl)cc2)N1C(=O)N1CCN(S(C)(=O)=O)CC1. RXN SMILES: [C:1]([CH3:2])([CH3:3])([CH3:4])[c:5]1[cH:6][c:7]([O:33][CH2:34][CH3:35])[c:8]([C:11]2=[N:15][CH:14]([c:16]3[cH:17][cH:18][c:19]([Cl:22])[cH:20][cH:21]3)[CH:13]([c:23]3[cH:24][cH:25][c:26]([Cl:29])[cH:27][cH:28]3)[N:12]2[C:30](=[O:31])[Cl:32])[cH:9][cH:10]1.[CH3:36][S:37](=[O:38])(=[O:39])[N:40]1[CH2:41][CH2:42][NH:43][CH2:44][CH2:45]1>>[C:1]([CH3:2])([CH3:3])([CH3:4])[c:5]1[cH:6][c:7]([O:33][CH2:34][CH3:35])[c:8]([C:11]2=[N:15][CH:14]([c:16]3[cH:17][cH:18][c:19]([Cl:22])[cH:20][cH:21]3)[CH:13]([c:23]3[cH:24][cH:25][c:26]([Cl:29])[cH:27][cH:28]3)[N:12]2[C:30](=[O:31])[N:43]2[CH2:42][CH2:41][N:40]([S:37]([CH3:36])(=[O:38])=[O:39])[CH2:45][CH2:44]2)[cH:9][cH:10]1. Reactants: Brc1cc(ccn1)c2cc3C(=O)NCCc3[nH]2, OB(O)c1cccnc1. Conditions: time 22 hour. Run in CS(C)=O (DMSO), O (water), CS(C)=O (DMSO), CS(C)=O (DMSO), CS(C)=O (DMSO). Reagents/catalysts: CCN=P(N=P(N(C)C)(N(C)C)N(C)C)(N(C)C)N(C)C (P2-Et), CC(C)c1cc(C(C)C)c(-c2ccccc2[PH](C(C)(C)C)(C(C)(C)C)[Pd]2(OS(C)(=O)=O)Nc3ccccc3-c3ccccc32)c(C(C)C)c1 (tBuXphos G3). Product: O=C1NCCc2[nH]c(cc12)c3ccnc(c3)c4cccnc4, Brc1cc(ccn1)c2cc3C(=O)NCCc3[nH]2, c1ccc(-c2ccccc2)cc1. The reactants are C[Si](C)(C)[N-][Si](C)(C)C, CI, Cc1ccccc1, CCOC(C)=O, [K+], CN(C)C=O, COC(=O)c1cccc(O)c1C. Product: COC(=O)c1cccc(OC)c1C. Reaction SMILES: [CH3:14][Si:15]([N-:16][Si:17]([CH3:18])([CH3:19])[CH3:20])([CH3:21])[CH3:22].[CH3:23][I:24].[CH3:30][c:31]1[cH:32][cH:33][cH:34][cH:35][cH:36]1.[CH3:37][CH2:38][O:39][C:40]([CH3:41])=[O:42].[K+:13].[O:25]=[CH:26][N:27]([CH3:28])[CH3:29].[OH:1][c:2]1[c:3]([CH3:12])[c:4]([C:5](=[O:6])[O:7][CH3:8])[cH:9][cH:10][cH:11]1>>[O:1]([c:2]1[c:3]([CH3:12])[c:4]([C:5](=[O:6])[O:7][CH3:8])[cH:9][cH:10][cH:11]1)[CH3:14]. Reactants: CC(C)(C)P(c1ccccc1-c1ccccc1)C(C)(C)C, O=C([O-])O, C1COCCN1, CCOC(C)=O, CC(C)(C)[O-], Cc1ccccc1, Fc1ccc(C(F)(F)F)cc1CN(Cc1cc(C(F)(F)F)cc(C(F)(F)F)c1)c1ncc(Br)cn1, [Na+], [Na+], O=C(C=Cc1ccccc1)C=Cc1ccccc1, O=C(C=Cc1ccccc1)C=Cc1ccccc1, O=C(C=Cc1ccccc1)C=Cc1ccccc1, [Pd], [Pd]. The product is Fc1ccc(C(F)(F)F)cc1CN(Cc1cc(C(F)(F)F)cc(C(F)(F)F)c1)c1ncc(N2CCOCC2)cn1. Reaction SMILES: [C:36]([P:37]([C:38]([CH3:39])([CH3:40])[CH3:41])[c:42]1[cH:43][cH:44][cH:45][cH:46][c:47]1-[c:48]1[cH:49][cH:50][cH:51][cH:52][cH:53]1)([CH3:54])([CH3:55])[CH3:56].[C:69](=[O:70])([OH:71])[O-:72].[CH2:63]1[CH2:64][O:65][CH2:66][CH2:67][NH:68]1.[CH3:137][CH2:138][O:139][C:140](=[O:141])[CH3:142].[CH3:57][C:58]([CH3:59])([O-:60])[CH3:61].[CH3:74][c:75]1[cH:76][cH:77][cH:78][cH:79][cH:80]1.[F:1][C:2]([c:3]1[cH:4][c:5]([CH2:6][N:7]([CH2:8][c:9]2[c:10]([F:19])[cH:11][cH:12][c:13]([C:15]([F:16])([F:17])[F:18])[cH:14]2)[c:20]2[n:21][cH:22][c:23]([Br:26])[cH:24][n:25]2)[cH:27][c:28]([C:30]([F:31])([F:32])[F:33])[cH:29]1)([F:34])[F:35].[Na+:62].[Na+:73].[O:101]=[C:102]([CH:103]=[CH:104][c:105]1[cH:106][cH:107][cH:108][cH:109][cH:110]1)[CH:111]=[CH:112][c:113]1[cH:114][cH:115][cH:116][cH:117][cH:118]1.[O:119]=[C:120]([CH:121]=[CH:122][c:123]1[cH:124][cH:125][cH:126][cH:127][cH:128]1)[CH:129]=[CH:130][c:131]1[cH:132][cH:133][cH:134][cH:135][cH:136]1.[O:83]=[C:84]([CH:85]=[CH:86][c:87]1[cH:88][cH:89][cH:90][cH:91][cH:92]1)[CH:93]=[CH:94][c:95]1[cH:96][cH:97][cH:98][cH:99][cH:100]1.[Pd:81].[Pd:82]>>[F:1][C:2]([c:3]1[cH:4][c:5]([CH2:6][N:7]([CH2:8][c:9]2[c:10]([F:19])[cH:11][cH:12][c:13]([C:15]([F:16])([F:17])[F:18])[cH:14]2)[c:20]2[n:21][cH:22][c:23]([N:68]3[CH2:63][CH2:64][O:65][CH2:66][CH2:67]3)[cH:24][n:25]2)[cH:27][c:28]([C:30]([F:31])([F:32])[F:33])[cH:29]1)([F:34])[F:35]. Reactants: S(=O)(Cl)Cl (thionyl chloride), C(C)(=O)OCC (ethyl acetate), ice, COC[C@@H]1COCCN1CCO (2-[(3R)-3-methoxymethylmorpholino]ethanol). Solvent: C1(=CC=CC=C1)C (toluene), C1(=CC=CC=C1)C (toluene). Run at temperature 70 celsius, time 1.5 hour. Product: Cl.ClCCN1[C@@H](COCC1)COC ((3R)-4-(2-chloroethyl)-3-(methoxymethyl)morpholine hydrochloride). The yield is 149.4%. Reaction SMILES: [CH3:1][O:2][CH2:3][C@H:4]1[N:9]([CH2:10][CH2:11]O)[CH2:8][CH2:7][O:6][CH2:5]1.S(Cl)([Cl:15])=O.C(OCC)(=O)C>C1(C)C=CC=CC=1>[ClH:15].[Cl:15][CH2:11][CH2:10][N:9]1[CH2:8][CH2:7][O:6][CH2:5][C@H:4]1[CH2:3][O:2][CH3:1] |f:4.5|. Procedure: To an ice-cooled solution of 2-[(3R)-3-methoxymethylmorpholino]ethanol (505 mg) in toluene (2.5 ml) was added dropwise a solution of thionyl chloride (429 mg) in toluene (1.5 ml) below 5° C. under nitrogen atmosphere. The mixture was stirred at 70° C. for 1.5 hours. After the mixture was cooled at room temperature, ethyl acetate was added to the mixture, and resulting suspension was evaporated under reduced pressure. Diisopropyl ether was added to the residue, and after the mixture was stirred a...